From a dataset of the Open Reaction Database (ORD), a public repository of structured organic reaction records. describe an organic reaction: reactants, conditions, products, and yield The reactants are O=C(CBr)c1cccc2ccccc12, CC(C)=O, [N-]=[N+]=[N-], [Na+]. RXN SMILES: [Br:1][CH2:2][C:3](=[O:4])[c:5]1[cH:6][cH:7][cH:8][c:9]2[cH:10][cH:11][cH:12][cH:13][c:14]12.[CH3:19][C:20](=[O:21])[CH3:22].[N-:16]=[N+:17]=[N-:18].[Na+:15]>>[CH2:2]([C:3](=[O:4])[c:5]1[cH:6][cH:7][cH:8][c:9]2[cH:10][cH:11][cH:12][cH:13][c:14]12)[N:16]=[N+:17]=[N-:18]. Product: [N-]=[N+]=NCC(=O)c1cccc2ccccc12. Starting materials: CN(C=O)C (N,N-dimethylformamide), C([O-])([O-])=O.[Cs+].[Cs+] (Cesium carbonate), OC1=CC=2C3=C(C(=NC2C=C1)N)N=C(N3CCC)COC (8-hydroxy-2-methoxymethyl-1-propyl-1H-imidazo[4,5-c]quinolin-4-amine), C([O-])([O-])=O.[Cs+].[Cs+] (cesium carbonate), BrCCCCl (1-bromo-3-chloropropane). Run in [Cl-].[Na+].O (brine). Conditions: temperature 50 celsius, time 8 hour. The product is ClCCCOC1=CC=2C3=C(C(=NC2C=C1)N)N=C(N3CCC)COC (8-(3-chloropropoxy)-2-methoxymethyl-1-propyl-1H-imidazo[4,5-c]quinolin-4-amine). Yield: 37.4%. RXN SMILES: C(=O)([O-])[O-].[Cs+].[Cs+].[OH:7][C:8]1[CH:17]=[CH:16][C:15]2[N:14]=[C:13]([NH2:18])[C:12]3[N:19]=[C:20]([CH2:25][O:26][CH3:27])[N:21]([CH2:22][CH2:23][CH3:24])[C:11]=3[C:10]=2[CH:9]=1.Br[CH2:29][CH2:30][CH2:31][Cl:32].CN(C)C=O>[Cl-].[Na+].O>[Cl:32][CH2:31][CH2:30][CH2:29][O:7][C:8]1[CH:17]=[CH:16][C:15]2[N:14]=[C:13]([NH2:18])[C:12]3[N:19]=[C:20]([CH2:25][O:26][CH3:27])[N:21]([CH2:22][CH2:23][CH3:24])[C:11]=3[C:10]=2[CH:9]=1 |f:0.1.2,6.7.8|. Reported procedure: Cesium carbonate (5.7 g, 17.4 mmol, 2 eq) was added to a mixture of 8-hydroxy-2-methoxymethyl-1-propyl-1H-imidazo[4,5-c]quinolin-4-amine (2.5 g, 8.7 mmol, 1 eq), prepared as described in Examples 523-550 Parts A-D, 1-bromo-3-chloropropane (0.94 mL, 9.6 mmol, 1.1 eq), and 50 mL of N,N-dimethylformamide (DMF). The reaction mixture was stirred overnight. Analysis by HPLC indicated the reaction was incomplete. Additional cesium carbonate (2.85 g) was added to the reaction mixture and the mixture was... Run in C(C)O (ethanol). Reaction SMILES: [CH2:1]([S:3][C:4]1[N:9]2[CH:10]=[N:11][N:12]=[C:8]2[CH:7]=[C:6]([C:13]2[CH:18]=[CH:17][CH:16]=[CH:15][CH:14]=2)[N:5]=1)[CH3:2].[S:19](=[O:23])(=[O:22])([OH:21])[OH:20].C(OCC)C>C(O)C>[OH2:20].[S:19]([OH:23])([OH:22])(=[O:21])=[O:20].[CH2:1]([S:3][C:4]1[N:9]2[CH:10]=[N:11][N:12]=[C:8]2[CH:7]=[C:6]([C:13]2[CH:18]=[CH:17][CH:16]=[CH:15][CH:14]=2)[N:5]=1)[CH3:2] |f:4.5.6|. Reactants: C(C)SC1=NC(=CC=2N1C=NN2)C2=CC=CC=C2 (5-ethylthio-7-phenyl-1,2,4-triazolo[4,3-c]pyrimidine), S(O)(O)(=O)=O (sulfuric acid), C(C)OCC (diethyl ether). Reported procedure: To a solution of 3.6 g of 5-ethylthio-7-phenyl-1,2,4-triazolo[4,3-c]pyrimidine in 100 ml of hot ethanol was added 1.4 g of concentrated sulfuric acid. The mixture was cooled, an equal volume of diethyl ether was added and the precipitate was collected by filtration. The precipitate was recrystallized from a mixture of methanol and diethyl ether to provide 5-ethylthio-7-phenyl-1,2,4-triazolo[4,3-c]pyrimidine dihydrogen sulfate hydrate, m.p. 213°-214° C. Analysis: Calculated for C13H12N4S.H2SO4 2/... Yields the product O.S(=O)(=O)(O)O.C(C)SC1=NC(=CC=2N1C=NN2)C2=CC=CC=C2 (5-ethylthio-7-phenyl-1,2,4-triazolo[4,3-c]pyrimidine dihydrogen sulfate hydrate).